describe an organic reaction: reactants, conditions, products, and yield From a dataset of the Open Reaction Database (ORD), a public repository of structured organic reaction records. Reactants: CN(C(=O)C=1C=C2CC(NC2=CC1)=O)C (2-oxo-2,3-dihydro-1H-indole-5-carboxylic acid dimethylamide), O=C1NCCC=2C1=CNC2C=O (4-oxo-4,5,6,7-tetrahydro-2H-pyrrolo[3,4-c]pyridine-1-carbaldehyde), N1CCCCC1 (piperidine). Solvent: C(C)O (ethanol). Reaction conditions: temperature 80 celsius. The product is CN(C(=O)C=1C=C2C(C(NC2=CC1)=O)=CC=1NC=C2C(NCCC21)=O)C (2-Oxo-3-(4-oxo-4,5,6,7-tetrahydro-2H-pyrrolo[3,4-c]pyridin-1-ylmethylene)-2,3-dihydro-1H-indole-5-carboxylic Acid Dimethylamide). RXN SMILES: [CH3:1][N:2]([CH3:15])[C:3]([C:5]1[CH:6]=[C:7]2[C:11](=[CH:12][CH:13]=1)[NH:10][C:9](=[O:14])[CH2:8]2)=[O:4].[O:16]=[C:17]1[C:22]2=[CH:23][NH:24][C:25]([CH:26]=O)=[C:21]2[CH2:20][CH2:19][NH:18]1.N1CCCCC1>C(O)C>[CH3:1][N:2]([CH3:15])[C:3]([C:5]1[CH:6]=[C:7]2[C:11](=[CH:12][CH:13]=1)[NH:10][C:9](=[O:14])[C:8]2=[CH:26][C:25]1[NH:24][CH:23]=[C:22]2[C:21]=1[CH2:20][CH2:19][NH:18][C:17]2=[O:16])=[O:4]. Procedure: A mixture of 2-oxo-2,3-dihydro-1H-indole-5-carboxylic acid dimethylamide (40.8 mg, 0.2 mmol), 4-oxo-4,5,6,7-tetrahydro-2H-pyrrolo[3,4-c]pyridine-1-carbaldehyde (1 eq.) and 0.1 mL of piperidine in ethanol (1 mL) was heated in a sealed tube at 80° C. for 3 hours. The precipitate was collected by vacuum filtration, washed with ethanol and dried to give the title compound as a yellow solid. The reactants are O=C([O-])[O-], CCCCCC1CCC(CCCBr)CC1, CCC(C)=O, [K+], [K+], O, O=Cc1ccc(O)cc1. The product is CCCCCC1CCC(CCCOc2ccc(C=O)cc2)CC1. As a reaction SMILES: [C:25](=[O:26])([O-:27])[O-:28].[CH2:10]([CH2:11][CH2:12][CH2:13][CH3:14])[CH:15]1[CH2:16][CH2:17][CH:18]([CH2:21][CH2:22][CH2:23][Br:24])[CH2:19][CH2:20]1.[CH3:31][C:32](=[O:33])[CH2:34][CH3:35].[K+:29].[K+:30].[OH2:36].[OH:1][c:2]1[cH:3][cH:4][c:5]([CH:6]=[O:7])[cH:8][cH:9]1>>[O:1]([c:2]1[cH:3][cH:4][c:5]([CH:6]=[O:7])[cH:8][cH:9]1)[CH2:23][CH2:22][CH2:21][CH:18]1[CH2:17][CH2:16][CH:15]([CH2:10][CH2:11][CH2:12][CH2:13][CH3:14])[CH2:20][CH2:19]1. Starting materials: [BH3-]C#N, CO, O=CCCCC=O, CC(C)(C)c1ccc(-c2nc(C(=O)Nc3nccs3)c(-c3ccc(N)cc3)[nH]2)cc1, [Na+], C1CCOC1, O. Yields the product CC(C)(C)c1ccc(-c2nc(C(=O)Nc3nccs3)c(-c3ccc(N4CCCCC4)cc3)[nH]2)cc1. RXN SMILES: [C:40]([BH3-:41])#[N:42].[CH3:31][OH:32].[CH:33]([CH2:34][CH2:35][CH2:36][CH:37]=[O:39])=[O:38].[NH2:1][c:2]1[cH:3][cH:4][c:5](-[c:8]2[c:9]([C:23](=[O:24])[NH:25][c:26]3[s:27][cH:28][cH:29][n:30]3)[n:10][c:11](-[c:13]3[cH:14][cH:15][c:16]([C:19]([CH3:20])([CH3:21])[CH3:22])[cH:17][cH:18]3)[nH:12]2)[cH:6][cH:7]1.[Na+:43].[O:44]1[CH2:45][CH2:46][CH2:47][CH2:48]1.[OH2:49]>>[N:1]1([c:2]2[cH:3][cH:4][c:5](-[c:8]3[c:9]([C:23](=[O:24])[NH:25][c:26]4[s:27][cH:28][cH:29][n:30]4)[n:10][c:11](-[c:13]4[cH:14][cH:15][c:16]([C:19]([CH3:20])([CH3:21])[CH3:22])[cH:17][cH:18]4)[nH:12]3)[cH:6][cH:7]2)[CH2:33][CH2:34][CH2:35][CH2:36][CH2:37]1. Reactants: [NH2-].[Na+] (sodium amide), FC1=CC=C(C=C1)CC#N (4-fluorophenylacetonitrile), solid, ClC1=CC=NC2=CC(=CC=C12)Cl (4,7-dichloroquinoline). Solvent: same solvent, C(CCC)O (n-butanol), Cl (HCl), C1=CC=CC=C1 (benzene). The product is ClC1=CC=C2C(=CC=NC2=C1)CC1=CC=C(C=C1)F (7-chloro-4-[(4-fluorophenyl)methyl]quinoline). Isolated yield 67.0%. As a reaction SMILES: [F:1][C:2]1[CH:7]=[CH:6][C:5]([CH2:8][C:9]#N)=[CH:4][CH:3]=1.[NH2-].[Na+].ClC1[C:23]2[C:18](=[CH:19][C:20]([Cl:24])=[CH:21][CH:22]=2)[N:17]=[CH:16][CH:15]=1>C1C=CC=CC=1.C(O)CCC.Cl>[Cl:24][C:20]1[CH:19]=[C:18]2[C:23]([C:9]([CH2:8][C:5]3[CH:4]=[CH:3][C:2]([F:1])=[CH:7][CH:6]=3)=[CH:15][CH:16]=[N:17]2)=[CH:22][CH:21]=1 |f:1.2|. Reported procedure: A solution of 100 g (740 mmol) of 4-fluorophenylacetonitrile in 200 ml of benzene was added to a cooled (0° C.) slurry of 40 g (945 mmol) of sodium amide in 600 ml of the same solvent. After the addition was complete the solution was warmed to ambient temperature and stirred for one-half hour. The reaction mixture was again cooled to 0° C., 73.2 g (370 mmol) of solid 4,7-dichloroquinoline was added in increments, and the mixture was then stirred at ambient temperature overnight. Quenching with N... Starting materials: Brc1ncccn1, CC(=O)N1c2ccc(-c3cnn(CCN(C)C(=O)OC(C)(C)C)c3)cc2C(N)CC1C, C1COCCO1, CC(C)(C)[O-], CN(C)c1ccccc1-c1ccccc1P(C1CCCCC1)C1CCCCC1, [Na+], O=C(C=Cc1ccccc1)C=Cc1ccccc1, O=C(C=Cc1ccccc1)C=Cc1ccccc1, O=C(C=Cc1ccccc1)C=Cc1ccccc1, [Pd], [Pd]. Product: CC(=O)N1c2ccc(-c3cnn(CCN(C)C(=O)OC(C)(C)C)c3)cc2C(Nc2ncccn2)CC1C. Reaction SMILES: [Br:32][c:33]1[n:34][cH:35][cH:36][cH:37][n:38]1.[C:1]([CH3:2])(=[O:3])[N:4]1[CH:5]([CH3:31])[CH2:6][CH:7]([NH2:30])[c:8]2[cH:9][c:10](-[c:14]3[cH:15][n:16][n:17]([CH2:19][CH2:20][N:21]([C:22]([O:23][C:24]([CH3:25])([CH3:26])[CH3:27])=[O:28])[CH3:29])[cH:18]3)[cH:11][cH:12][c:13]21.[CH2:129]1[O:130][CH2:131][CH2:132][O:133][CH2:134]1.[CH3:39][C:40]([CH3:41])([O-:42])[CH3:43].[CH:45]1([P:46]([CH:47]2[CH2:48][CH2:49][CH2:50][CH2:51][CH2:52]2)[c:53]2[cH:54][cH:55][cH:56][cH:57][c:58]2-[c:59]2[c:60]([N:61]([CH3:62])[CH3:63])[cH:64][cH:65][cH:66][cH:67]2)[CH2:68][CH2:69][CH2:70][CH2:71][CH2:72]1.[Na+:44].[O:111]=[C:112]([CH:113]=[CH:114][c:115]1[cH:116][cH:117][cH:118][cH:119][cH:120]1)[CH:121]=[CH:122][c:123]1[cH:124][cH:125][cH:126][cH:127][cH:128]1.[O:75]=[C:76]([CH:77]=[CH:78][c:79]1[cH:80][cH:81][cH:82][cH:83][cH:84]1)[CH:85]=[CH:86][c:87]1[cH:88][cH:89][cH:90][cH:91][cH:92]1.[O:93]=[C:94]([CH:95]=[CH:96][c:97]1[cH:98][cH:99][cH:100][cH:101][cH:102]1)[CH:103]=[CH:104][c:105]1[cH:106][cH:107][cH:108][cH:109][cH:110]1.[Pd:73].[Pd:74]>>[C:1]([CH3:2])(=[O:3])[N:4]1[CH:5]([CH3:31])[CH2:6][CH:7]([NH:30][c:33]2[n:34][cH:35][cH:36][cH:37][n:38]2)[c:8]2[cH:9][c:10](-[c:14]3[cH:15][n:16][n:17]([CH2:19][CH2:20][N:21]([C:22]([O:23][C:24]([CH3:25])([CH3:26])[CH3:27])=[O:28])[CH3:29])[cH:18]3)[cH:11][cH:12][c:13]21. Reactants: Cc1ccccc1, CCCCCC1CCC(C=Cc2c(C)cc(OCC)c(F)c2F)CC1, [H][H]. Product: CCCCCC1CCC(CCc2c(C)cc(OCC)c(F)c2F)CC1. Reaction SMILES: [CH3:28][c:29]1[cH:30][cH:31][cH:32][cH:33][cH:34]1.[F:1][c:2]1[c:3]([CH:13]=[CH:14][CH:15]2[CH2:16][CH2:17][CH:18]([CH2:21][CH2:22][CH2:23][CH2:24][CH3:25])[CH2:19][CH2:20]2)[c:4]([CH3:12])[cH:5][c:6]([O:9][CH2:10][CH3:11])[c:7]1[F:8].[H:26][H:27]>>[F:1][c:2]1[c:3]([CH2:13][CH2:14][CH:15]2[CH2:16][CH2:17][CH:18]([CH2:21][CH2:22][CH2:23][CH2:24][CH3:25])[CH2:19][CH2:20]2)[c:4]([CH3:12])[cH:5][c:6]([O:9][CH2:10][CH3:11])[c:7]1[F:8].